From a dataset of the Open Reaction Database (ORD), a public repository of structured organic reaction records. describe an organic reaction: reactants, conditions, products, and yield The reactants are CC(C)C(NC(=O)OC(C)(C)C)c1nc2cc(Cl)ccc2c(=O)n1Cc1ccccc1, Cc1ccc(S(=O)(=O)O)cc1, Cc1ccccc1, O. As a reaction SMILES: [C:2]([O:3][C:4](=[O:5])[NH:8][CH:9]([CH:10]([CH3:11])[CH3:12])[c:13]1[n:14][c:15]2[cH:16][c:17]([Cl:31])[cH:18][cH:19][c:20]2[c:21](=[O:30])[n:22]1[CH2:23][c:24]1[cH:25][cH:26][cH:27][cH:28][cH:29]1)([CH3:6])([CH3:7])[CH3:32].[CH3:33][c:34]1[cH:35][cH:36][c:37]([S:38]([OH:39])(=[O:40])=[O:41])[cH:42][cH:43]1.[CH3:44][c:45]1[cH:46][cH:47][cH:48][cH:49][cH:50]1.[OH2:1]>>[NH2:8][CH:9]([CH:10]([CH3:11])[CH3:12])[c:13]1[n:14][c:15]2[cH:16][c:17]([Cl:31])[cH:18][cH:19][c:20]2[c:21](=[O:30])[n:22]1[CH2:23][c:24]1[cH:25][cH:26][cH:27][cH:28][cH:29]1. The product is CC(C)C(N)c1nc2cc(Cl)ccc2c(=O)n1Cc1ccccc1. Starting materials: N=1N=CN2C1SC1=C2C=CC=C1 (s-Triazolo(3,4-b)benzothiazole), BrN1C(CCC1=O)=O (N-Bromosuccinimide), azobisisobutylnitrile. Run in C(Cl)(Cl)(Cl)Cl (carbon tetrachloride). The product is BrC1=NN=C2SC3=C(N21)C=CC=C3 (3-Bromo-s-triazolo(3,4-b)benzothiazole). As a reaction SMILES: [N:1]1[N:2]=[CH:3][N:4]2[C:8]3[CH:9]=[CH:10][CH:11]=[CH:12][C:7]=3[S:6][C:5]=12.[Br:13]N1C(=O)CCC1=O>C(Cl)(Cl)(Cl)Cl>[Br:13][C:3]1[N:4]2[C:5]([S:6][C:7]3[CH:12]=[CH:11][CH:10]=[CH:9][C:8]=32)=[N:1][N:2]=1. Procedure details: s-Triazolo(3,4-b)benzothiazole (6.4 grams; 0.0366 mole) was slurried with 200 milliliters of carbon tetrachloride, with stirring, at room temperature, and then heated. N-Bromosuccinimide (6.8 grams; 0.0366 mole plus 5 percent) was added and the solution refluxed and a pinch of azobisisobutylnitrile added to initiate the reaction. Subsequently the reaction mixture was filtered to separate blackish crystals, which were washed with carbon tetrachloride. The carbon tetrachloride was removed by evapo...